Dataset: the Open Reaction Database (ORD), a public repository of structured organic reaction records. Task: describe an organic reaction: reactants, conditions, products, and yield Starting materials: C1(=CC(=CC(=C1)C)C)C (mesitylene), C(=C)[C-]1C=CC=C1.[CH-]1C=CC=C1.[Fe+2] (vinylferrocene), [C-]1(C=CC=C1)C=O.[CH-]1C=CC=C1.[Fe+2] (ferrocenecarboxaldehyde), C(=C)[C-]1C=CC=C1.[CH-]1C=CC=C1.[Fe+2] (VFc), [C-]1(C=CC=C1)C=O.[CH-]1C=CC=C1.[Fe+2] (FcA). Run at temperature 150 celsius. The product is [CH-]1C=CC=C1.[CH-]1C=CC=C1.[Fe+2] (Ferrocene). As a reaction SMILES: [C:1]1([CH3:9])[CH:6]=[C:5]([CH3:7])C=C(C)C=1.C([C-:12]1[CH:16]=[CH:15][CH:14]=[CH:13]1)=C.[CH-]1C=CC=C1.[Fe+2:22].[C-]1(C=O)C=CC=C1.[CH-]1C=CC=C1.[Fe+2]>>[CH-:5]1[CH:6]=[CH:1][CH:9]=[CH:7]1.[CH-:12]1[CH:16]=[CH:15][CH:14]=[CH:13]1.[Fe+2:22] |f:1.2.3,4.5.6,7.8.9|. Reported procedure: Approximately 10 mmol mesitylene solution of vinylferrocene (VFc) or ferrocenecarboxaldehyde (FcA) was put in a round bottom flask and bubbled with nitrogen or argon gas for at least 30 min. A piece of the H-terminated silicon substrate was then immersed in the solution and allowed to react with VFc or FcA for about 12 h under reflux at about 150° C. in an oil bath. During the reaction, the solution was also purged with nitrogen (or argon) to eliminate dissolved oxygen and to prevent the substra... The reactants are BrCCCCCCCCCC(=O)O (10-bromodecanoic acid), [OH-].[K+] (potassium hydroxide), C(CC)S (1-propanethiol), O (water). Run in CO (methanol). Reaction conditions: temperature 69 celsius, time 18 hour. The product is C(CC)SCCCCCCCCCC(=O)O (10-(propylthio)decanoic acid). Isolated yield 21.0%. RXN SMILES: Br[CH2:2][CH2:3][CH2:4][CH2:5][CH2:6][CH2:7][CH2:8][CH2:9][CH2:10][C:11]([OH:13])=[O:12].[OH-].[K+].O.[CH2:17]([SH:20])[CH2:18][CH3:19]>CO>[CH2:17]([S:20][CH2:2][CH2:3][CH2:4][CH2:5][CH2:6][CH2:7][CH2:8][CH2:9][CH2:10][C:11]([OH:13])=[O:12])[CH2:18][CH3:19] |f:1.2|. Procedure details: 10-bromodecanoic acid (1.0 g, 3.98 mmol) was added to a solution of potassium hydroxide (0.893 g, 15.9 mmol) in 1-propanethiol (30 mL) and methanol (30 mL) and stirred at 69° C. for 18 hrs. The reaction was allowed to cool to room temperature after the addition of 20 mL water. After acidification to pH=1 and extraction into ethyl acetate, the organic phase was dried over sodium sulfate and solvent removed at reduced pressure to yield a white crystalline powder. The product was purified by silica... Starting materials: CN1C=2C(C(=O)OC1=O)=CC=CC2 (N-methylisatoic anhydride), ice water, Cl (hydrochloric acid), [H-].[Na+] (sodium hydride), [H][H] (hydrogen), O=C1CC(=NN1)C(=O)OCC (5-oxo-2-pyrazoline-3-carboxylic acid, ethyl ester). Solvent: CN(C=O)C (dimethylformamide), CN(C=O)C (dimethylformamide), CN(C=O)C (dimethylformamide). Run at temperature 90 celsius, time 18 hour. Product: CN1C=2N(C(C=3C=CC=CC13)=O)N=C(C2)C(=O)OCC (4,9-Dihydro-4-methyl-9-oxo-pyrazolo-[5,1-b]-quinazoline-2-carboxylic Acid, Ethyl Ester). RXN SMILES: [H-].[Na+].O=[C:4]1[NH:8][N:7]=[C:6]([C:9]([O:11][CH2:12][CH3:13])=[O:10])[CH2:5]1.[H][H].[CH3:16][N:17]1C(=O)O[C:20](=[O:21])[C:19]2=[CH:25][CH:26]=[CH:27][CH:28]=[C:18]12.Cl>CN(C)C=O>[CH3:16][N:17]1[C:18]2[CH:28]=[CH:27][CH:26]=[CH:25][C:19]=2[C:20](=[O:21])[N:8]2[N:7]=[C:6]([C:9]([O:11][CH2:12][CH3:13])=[O:10])[CH:5]=[C:4]12 |f:0.1|. Procedure: A stirred suspension of 5.3 g of a 50% mineral oil dispersion of sodium hydride in 30 ml of dimethylformamide is treated dropwise at -10° C., under a nitrogen atmosphere, with a solution of 15.6 g of 5-oxo-2-pyrazoline-3-carboxylic acid, ethyl ester, in 65 ml of dimethylformamide. After the evolution of hydrogen ceases, the mixture is stirred for 2 hours while allowing the temperature to rise to +10° C. The mixture is recooled to -10° C. and treated dropwise, with stirring, with a solution of 21... The reactants are COC1=CC=C(C=C1)C1=C(N(C2=CC=C(C=C12)O)CCC)C (3-(4-methoxy-phenyl)-2-methyl-1-propyl-1H-indole-5-ol), C(C)OC(C(C)(C)Br)=O (2-bromo-2-methyl-propanoic acid ethylester). Yields the product C(C)OC(C(C)(C)OC=1C=C2C(=C(N(C2=CC1)CCC)C)C1=CC=C(C=C1)OC)=O (2-[3-(4-Methoxy-phenyl)-2-methyl-1-propyl-1H-indole-5-yloxy]-2-methylpropanoic acid ethylester). RXN SMILES: [CH3:1][O:2][C:3]1[CH:8]=[CH:7][C:6]([C:9]2[C:17]3[C:12](=[CH:13][CH:14]=[C:15]([OH:18])[CH:16]=3)[N:11]([CH2:19][CH2:20][CH3:21])[C:10]=2[CH3:22])=[CH:5][CH:4]=1.[CH2:23]([O:25][C:26](=[O:31])[C:27](Br)([CH3:29])[CH3:28])[CH3:24]>>[CH2:23]([O:25][C:26](=[O:31])[C:27]([O:18][C:15]1[CH:16]=[C:17]2[C:12](=[CH:13][CH:14]=1)[N:11]([CH2:19][CH2:20][CH3:21])[C:10]([CH3:22])=[C:9]2[C:6]1[CH:7]=[CH:8][C:3]([O:2][CH3:1])=[CH:4][CH:5]=1)([CH3:29])[CH3:28])[CH3:24]. Procedure details: In accordance with the procedure of Example 10, the above compound was prepared from 3-(4-methoxy-phenyl)-2-methyl-1-propyl-1H-indole-5-ol and 2-bromo-2-methyl-propanoic acid ethylester. Starting materials: S(=O)([O-])S(=O)[O-].[Na+].[Na+] (sodium dithionite), C(C)(C)O (Isopropanol), C(C1=CC=CC=C1)OC1=CC(=C(C(=C1)C(F)(F)F)[N+](=O)[O-])C(F)(F)F (4-benzyloxy-2,6-bis(trifluoromethyl)nitrobenzene), S(=O)([O-])S(=O)[O-].[Na+].[Na+] (sodium dithionite). Run in O (water), O (water). Conditions: temperature 70 celsius, time 30 minute. The product is C(C1=CC=CC=C1)OC1=CC(=C(N)C(=C1)C(F)(F)F)C(F)(F)F (4-benzyloxy-2,6-bis(trifluoromethyl)aniline). Yield: 100.2%. As a reaction SMILES: C(O)(C)C.[CH2:5]([O:12][C:13]1[CH:18]=[C:17]([C:19]([F:22])([F:21])[F:20])[C:16]([N+:23]([O-])=O)=[C:15]([C:26]([F:29])([F:28])[F:27])[CH:14]=1)[C:6]1[CH:11]=[CH:10][CH:9]=[CH:8][CH:7]=1.S(S([O-])=O)([O-])=O.[Na+].[Na+]>O>[CH2:5]([O:12][C:13]1[CH:14]=[C:15]([C:26]([F:27])([F:28])[F:29])[C:16]([NH2:23])=[C:17]([C:19]([F:20])([F:21])[F:22])[CH:18]=1)[C:6]1[CH:7]=[CH:8][CH:9]=[CH:10][CH:11]=1 |f:2.3.4|. Procedure details: Isopropanol (450 mL) was added to 4-benzyloxy-2,6-bis(trifluoromethyl)nitrobenzene (9.00 g, 24.6 mmol) and the latter was dissolved in the former by heating at 70° C. A solution of sodium dithionite (14.1 g, 81.2 mmol) in water (150 mL) was added dropwise to the resulting solution. After stirring for 30 minutes at the same temperature, a solution of sodium dithionite (7.28 g, 41.8 mmol) in water (150 mL) was added further. The reaction mixture was stirred at the same temperature for 14 hours and... The reactants are CC(C)OC(=O)N=NC(=O)OC(C)C, C1CCOC1, O=C1c2ccccc2C(=O)N1O, OCCCOc1ccc(C(F)(F)F)cn1, c1ccc(P(c2ccccc2)c2ccccc2)cc1. The product is O=C1c2ccccc2C(=O)N1OCCCOc1ccc(C(F)(F)F)cn1. As a reaction SMILES: [O:47]=[C:48]([O:49][CH:50]([CH3:51])[CH3:52])[N:53]=[N:54][C:55]([O:56][CH:57]([CH3:58])[CH3:59])=[O:60].[O:61]1[CH2:62][CH2:63][CH2:64][CH2:65]1.[OH:16][N:17]1[C:18](=[O:27])[c:19]2[c:20]([cH:23][cH:24][cH:25][cH:26]2)[C:21]1=[O:22].[OH:1][CH2:2][CH2:3][CH2:4][O:5][c:6]1[n:7][cH:8][c:9]([C:12]([F:13])([F:14])[F:15])[cH:10][cH:11]1.[c:28]1([P:29]([c:30]2[cH:31][cH:32][cH:33][cH:34][cH:35]2)[c:36]2[cH:37][cH:38][cH:39][cH:40][cH:41]2)[cH:42][cH:43][cH:44][cH:45][cH:46]1>>[O:1]([CH2:2][CH2:3][CH2:4][O:5][c:6]1[n:7][cH:8][c:9]([C:12]([F:13])([F:14])[F:15])[cH:10][cH:11]1)[N:17]1[C:18](=[O:27])[c:19]2[c:20]([cH:23][cH:24][cH:25][cH:26]2)[C:21]1=[O:22]. Starting materials: ClC=1C=C2CCCN(C2=CC1)C(=O)OC[C@](CN1C(=NC(=C1)[N+](=O)[O-])Cl)(C)O ((R)-3-(2-chloro-4-nitroimidazol-1-yl)-2-hydroxy-2-methylpropyl 6-chloro-3,4-dihydro-2H-quinoline-1-carboxylate), [H-].[Na+] (sodium hydride), ice water. Run in CN(C)C=O (DMF). Conditions: time 1 hour. Yields the product ClC=1C=C2CCCN(C2=CC1)C(=O)OC[C@]1(CN2C(O1)=NC(=C2)[N+](=O)[O-])C ((R)-2-methyl-6-nitro-2,3-dihydroimidazo[2,1-b]oxazol-2-ylmethyl 6-chloro-3,4-dihydro-2H-quinoline-1-carboxylate). Isolated yield 40.4%. Reaction SMILES: [Cl:1][C:2]1[CH:3]=[C:4]2[C:9](=[CH:10][CH:11]=1)[N:8]([C:12]([O:14][CH2:15][C@@:16]([OH:28])([CH3:27])[CH2:17][N:18]1[CH:22]=[C:21]([N+:23]([O-:25])=[O:24])[N:20]=[C:19]1Cl)=[O:13])[CH2:7][CH2:6][CH2:5]2.[H-].[Na+]>CN(C=O)C>[Cl:1][C:2]1[CH:3]=[C:4]2[C:9](=[CH:10][CH:11]=1)[N:8]([C:12]([O:14][CH2:15][C@:16]1([CH3:27])[O:28][C:19]3=[N:20][C:21]([N+:23]([O-:25])=[O:24])=[CH:22][N:18]3[CH2:17]1)=[O:13])[CH2:7][CH2:6][CH2:5]2 |f:1.2|. Procedure details: To the solution of (R)-3-(2-chloro-4-nitroimidazol-1-yl)-2-hydroxy-2-methylpropyl 6-chloro-3,4-dihydro-2H-quinoline-1-carboxylate prepared in Example 116 (1.84 g, 4.29 mmol) in DMF (10 ml), sodium hydride (0.21 g, 5.15 mmol) was added followed by stirring for 1 hour with cooling on ice-bath. To the reaction mixture, ice-water was added, the solution was extracted with ethyl acetate. The organic phase was washed with water, dried over magnesium sulfate and then concentrated under reduced pressure...